This data is from the Open Reaction Database (ORD), a public repository of structured organic reaction records. The task is: describe an organic reaction: reactants, conditions, products, and yield The reactants are CO, CC(C)Sc1c(Cl)cccc1[N+](=O)[O-]. The product is CC(C)Sc1c(N)cccc1Cl. RXN SMILES: [CH3:15][OH:16].[Cl:1][c:2]1[c:3]([S:11][CH:12]([CH3:13])[CH3:14])[c:4]([N+:8]([O-:9])=[O:10])[cH:5][cH:6][cH:7]1>>[Cl:1][c:2]1[c:3]([S:11][CH:12]([CH3:13])[CH3:14])[c:4]([NH2:8])[cH:5][cH:6][cH:7]1. Starting materials: O=C(C1=NC=CC=C1)N(C)C. Reagents/catalysts: O1B(OC(C)(C)C1(C)C)B2OC(C)(C)C(O2)(C)C, O=C(NC=1C=CC=CC1C=2C=NC(=CC2)C3=NC=CC=C3)NC4CCCCC4, C[OH2+].C[OH2+].C1CC=CCCC=C1.C1CC=CCCC=C1.[Ir].[Ir]. Solvent: C=1C=C(C=CC1C)C. Conditions: temperature 25 celsius, time 16 hour. Yields the product O=C(C1=NC=CC(=C1)B2OC(C)(C)C(O2)(C)C)N(C)C, O=C(C1=NC=C(C=C1)B2OC(C)(C)C(O2)(C)C)N(C)C. The yield is 12.0%. Starting materials: COC(C1=C(C=C(C=C1)F)Br)=O (2-bromo-4-fluoro-benzoic acid methyl ester), C(C)C1=CC=C(C=C1)O (4-ethylphenol), C([O-])([O-])=O.[K+].[K+] (potassium carbonate), [Cl-].[NH4+] (ammonium chloride). Reaction SMILES: [CH3:1][O:2][C:3](=[O:12])[C:4]1[CH:9]=[CH:8][C:7](F)=[CH:6][C:5]=1[Br:11].[CH2:13]([C:15]1[CH:20]=[CH:19][C:18](O)=[CH:17][CH:16]=1)[CH3:14].C(=O)([O-])[O-:23].[K+].[K+].[Cl-].[NH4+]>CN(C=O)C>[CH3:1][O:2][C:3](=[O:12])[C:4]1[CH:9]=[CH:8][C:7]([O:23][C:16]2[CH:17]=[CH:18][CH:19]=[CH:20][C:15]=2[CH2:13][CH3:14])=[CH:6][C:5]=1[Br:11] |f:2.3.4,5.6|. Yields the product COC(C1=C(C=C(C=C1)OC1=C(C=CC=C1)CC)Br)=O (2-bromo-4-(ethylphenoxy)-benzoic acid methyl ester). Solvent: CN(C)C=O (DMF). Reaction conditions: temperature 160 celsius, time 16 hour. Reported procedure: To a solution of 2-bromo-4-fluoro-benzoic acid methyl ester (488 mg, 2.09 mmol) in anhydrous DMF (15 ml), 4-ethylphenol (256 mg, 2.09 mmol) and potassium carbonate (289 mg, 2.09 mmol) were added at room temperature, followed by stirring under a nitrogen atmosphere for 16 hours at 160° C. The reaction mixture was cooled and, after addition of saturated aqueous ammonium chloride, was then extracted with ethyl acetate. The organic layer was washed with saturated aqueous sodium chloride and dried ov... The yield is 64.9%. The reactants are N(=[N+]=[N-])CCC1C(OC2=CC=C(C=C2C1)F)(C)C (3-(2-azidoethyl)-2,2-dimethyl-6-fluorochroman), [H-].[Al+3].[Li+].[H-].[H-].[H-] (lithium aluminium hydride), [OH-].[Na+] (sodium hydroxide), O (water), O (water). Solvent: O1CCCC1 (tetrahydrofuran), C(C)OCC (diethyl ether). Run at time 2 hour. Product: NCCC1C(OC2=CC=C(C=C2C1)F)(C)C (3-(2 -aminoethyl)-2,2-dimethyl-6-fluoro-chroman). As a reaction SMILES: [N:1]([CH2:4][CH2:5][CH:6]1[CH2:15][C:14]2[C:9](=[CH:10][CH:11]=[C:12]([F:16])[CH:13]=2)[O:8][C:7]1([CH3:18])[CH3:17])=[N+]=[N-].[H-].[Al+3].[Li+].[H-].[H-].[H-].O.[OH-].[Na+]>O1CCCC1.C(OCC)C>[NH2:1][CH2:4][CH2:5][CH:6]1[CH2:15][C:14]2[C:9](=[CH:10][CH:11]=[C:12]([F:16])[CH:13]=2)[O:8][C:7]1([CH3:18])[CH3:17] |f:1.2.3.4.5.6,8.9|. Procedure: A solution of 4.0 g (16 mmol) of 3-(2-azidoethyl)-2,2-dimethyl-6-fluorochroman in 30 ml of absolute tetrahydrofuran is added dropwise within a period of 30 minutes to a suspension of 0.61 g (16 mmol) of lithium aluminium hydride in 30 ml of absolute diethyl ether. The reaction mixture is then stirred for 2 hours at room temperature and then carefully decomposed with 0.61 ml of water, 0.61 ml of sodium hydroxide solution (15%) and 1.83 ml of water. The resulting precipitate is filtered off with s... Reactants: C1(=CC=CC=C1)C=1C(=C2N(N1)CCC2)I (2-(phenyl)-3-iodo-5,6-dihydro-4H-pyrrolo[1,2-b]pyrazole), FC1=NC=CC(=C1)B1OC(C(O1)(C)C)(C)C (2-fluoro-4-(4,4,5,5-tetramethyl-1,3,2-dioxaborolan-2-yl)pyridine), C(=O)([O-])[O-].[Cs+].[Cs+] (Cs2CO3), O (water). The reagents and catalysts are C1=CC=C(C=C1)P([C-]2C=CC=C2)C3=CC=CC=C3.C1=CC=C(C=C1)P([C-]2C=CC=C2)C3=CC=CC=C3.Cl[Pd]Cl.[Fe+2] (Pd(dppf)Cl2). Run in C1CCOC1 (THF). Conditions: temperature 60 celsius. The product is FC1=NC=CC(=C1)C1=C2N(N=C1C1=CC=CC=C1)CCC2 (3-(2-Fluoropyridin-4-yl)-2-phenyl-5,6-dihydro-4H-pyrrolo[1,2-b]pyrazole). Isolated yield 56.4%. RXN SMILES: [C:1]1([C:7]2[C:8](I)=[C:9]3[CH2:14][CH2:13][CH2:12][N:10]3[N:11]=2)[CH:6]=[CH:5][CH:4]=[CH:3][CH:2]=1.[F:16][C:17]1[CH:22]=[C:21](B2OC(C)(C)C(C)(C)O2)[CH:20]=[CH:19][N:18]=1.C([O-])([O-])=O.[Cs+].[Cs+].O>C1COCC1.C1C=CC(P(C2C=CC=CC=2)[C-]2C=CC=C2)=CC=1.C1C=CC(P(C2C=CC=CC=2)[C-]2C=CC=C2)=CC=1.Cl[Pd]Cl.[Fe+2]>[F:16][C:17]1[CH:22]=[C:21]([C:8]2[C:7]([C:1]3[CH:6]=[CH:5][CH:4]=[CH:3][CH:2]=3)=[N:11][N:10]3[CH2:12][CH2:13][CH2:14][C:9]=23)[CH:20]=[CH:19][N:18]=1 |f:2.3.4,7.8.9.10|. Procedure: A mixture of 1.00 g (3.22 mmol) of 2-(phenyl)-3-iodo-5,6-dihydro-4H-pyrrolo[1,2-b]pyrazole, 1.80 g (8.06 mmol) of 2-fluoro-4-(4,4,5,5-tetramethyl-1,3,2-dioxaborolan-2-yl)pyridine, 2.63 g (8.06 mmol) of Cs2CO3 and 526 mg (0.65 mmol) of Pd(dppf)Cl2 in 8 ml of THF is heated under argon at 60° C. for 16 h. 20 ml of water are added, and the reaction mixture is extracted with 3×50 ml of ethyl acetate. The combined organic phases are dried over MgSO4 and freed from the solvent under reduced pressure. P... As a reaction SMILES: [NH2:1][C:2]1[S:6]C(C2C=CC(F)=C(C=2)C#N)=[N:4][N:3]=1.[CH2:16]([O:18][C:19]1[CH:20]=[C:21]([CH:25]=[CH:26][C:27]=1[O:28][CH2:29][CH3:30])[C:22](O)=O)[CH3:17]>>[CH2:16]([O:18][C:19]1[CH:20]=[C:21]([C:22]2[S:6][C:2]([NH2:1])=[N:3][N:4]=2)[CH:25]=[CH:26][C:27]=1[O:28][CH2:29][CH3:30])[CH3:17]. Yields the product C(C)OC=1C=C(C=CC1OCC)C1=NN=C(S1)N (5-(3,4-Diethoxyphenyl)-1,3,4-thiadiazol-2-amine). Reported procedure: 5-(3,4-Diethoxyphenyl)-1,3,4-thiadiazol-2-amine TDZ INT-2 was synthesized in a similar manner as 5-(5-amino-1,3,4-thiadiazol-2-yl)-2-fluorobenzonitrile TDZ INT-1 using 3,4-diethoxybenzoic acid. LCMS-ESI (m/z) calculated for C12H15N3O2S: 265.3; found 266.1. [M+H]+, tR=2.58 min. 1H NMR (400 MHz, DMSO) δ 7.45-7.31 (m, 1H), 7.23 (dd, J=8.3, 2.1 Hz, 1H), 7.06 (d, J=8.4 Hz, 1H), 4.31-3.94 (m, 4H), 3.4 (s, 2H), 1.42 (qd, J=6.8, 3.3 Hz, 6H). The reactants are NC1=NN=C(S1)C=1C=CC(=C(C#N)C1)F (5-(5-amino-1,3,4-thiadiazol-2-yl)-2-fluorobenzonitrile), C(C)OC=1C=C(C(=O)O)C=CC1OCC (3,4-diethoxybenzoic acid). Reactants: CCOC(C)=O, CCO, Cc1ccccc1, CC1C(c2cc(C(F)(F)F)cc(C(F)(F)F)c2)OC(=O)N1Cc1cc(C(F)(F)F)ccc1I, OB(O)c1cccc(N2CCCC2)c1, [Na+], [Na+], O=C([O-])[O-], O, [Pd], c1ccc(P(c2ccccc2)c2ccccc2)cc1, c1ccc(P(c2ccccc2)c2ccccc2)cc1, c1ccc(P(c2ccccc2)c2ccccc2)cc1, c1ccc(P(c2ccccc2)c2ccccc2)cc1. The product is CC1C(c2cc(C(F)(F)F)cc(C(F)(F)F)c2)OC(=O)N1Cc1cc(C(F)(F)F)ccc1-c1cccc(N2CCCC2)c1. RXN SMILES: [CH3:54][CH2:55][O:56][C:57]([CH3:58])=[O:59].[CH3:61][CH2:62][OH:63].[CH3:64][c:65]1[cH:66][cH:67][cH:68][cH:69][cH:70]1.[F:1][C:2]([c:3]1[cH:4][c:5]([CH:13]2[CH:14]([CH3:31])[N:15]([CH2:19][c:20]3[c:21]([I:30])[cH:22][cH:23][c:24]([C:26]([F:27])([F:28])[F:29])[cH:25]3)[C:16](=[O:18])[O:17]2)[cH:6][c:7]([C:9]([F:10])([F:11])[F:12])[cH:8]1)([F:32])[F:33].[N:34]1([c:39]2[cH:40][c:41]([B:45]([OH:46])[OH:47])[cH:42][cH:43][cH:44]2)[CH2:35][CH2:36][CH2:37][CH2:38]1.[Na+:48].[Na+:49].[O-:50][C:51](=[O:52])[O-:53].[OH2:60].[Pd:71].[c:110]1([P:111]([c:112]2[cH:113][cH:114][cH:115][cH:116][cH:117]2)[c:118]2[cH:119][cH:120][cH:121][cH:122][cH:123]2)[cH:124][cH:125][cH:126][cH:127][cH:128]1.[c:129]1([P:130]([c:131]2[cH:132][cH:133][cH:134][cH:135][cH:136]2)[c:137]2[cH:138][cH:139][cH:140][cH:141][cH:142]2)[cH:143][cH:144][cH:145][cH:146][cH:147]1.[c:72]1([P:73]([c:74]2[cH:75][cH:76][cH:77][cH:78][cH:79]2)[c:80]2[cH:81][cH:82][cH:83][cH:84][cH:85]2)[cH:86][cH:87][cH:88][cH:89][cH:90]1.[c:91]1([P:92]([c:93]2[cH:94][cH:95][cH:96][cH:97][cH:98]2)[c:99]2[cH:100][cH:101][cH:102][cH:103][cH:104]2)[cH:105][cH:106][cH:107][cH:108][cH:109]1>>[F:1][C:2]([c:3]1[cH:4][c:5]([CH:13]2[CH:14]([CH3:31])[N:15]([CH2:19][c:20]3[c:21](-[c:41]4[cH:40][c:39]([N:34]5[CH2:35][CH2:36][CH2:37][CH2:38]5)[cH:44][cH:43][cH:42]4)[cH:22][cH:23][c:24]([C:26]([F:27])([F:28])[F:29])[cH:25]3)[C:16](=[O:18])[O:17]2)[cH:6][c:7]([C:9]([F:10])([F:11])[F:12])[cH:8]1)([F:32])[F:33].